Task: describe an organic reaction: reactants, conditions, products, and yield. Dataset: the Open Reaction Database (ORD), a public repository of structured organic reaction records The reactants are ClC1=CC(=C(OCCN(C)CC2=CC=C(C#N)C=C2)C=C1)CN(C)C (4-{N-[2-(4-chloro-2-dimethylaminomethylphenoxy) ethyl]-N-[methyl]aminomethyl}benzonitrile), [OH-].[K+] (potassium hydroxide), C(C)(C)(C)O (tert-butanol). The solvent is [Cl-].[Na+].O (brine), C(C)#N (acetonitrile). Yields the product ClC1=CC(=C(OCCN(C)CC2=CC=C(C(=O)N)C=C2)C=C1)CN(C)C (4-{N-[2-(4-chloro-2-dimethylaminomethylphenoxy) ethyl]-N-[methyl]aminomethyl}benzamide). As a reaction SMILES: [Cl:1][C:2]1[CH:21]=[CH:20][C:5]([O:6][CH2:7][CH2:8][N:9]([CH2:11][C:12]2[CH:19]=[CH:18][C:15]([C:16]#[N:17])=[CH:14][CH:13]=2)[CH3:10])=[C:4]([CH2:22][N:23]([CH3:25])[CH3:24])[CH:3]=1.[OH-].[K+].C([OH:32])(C)(C)C>[Cl-].[Na+].O.C(#N)C>[Cl:1][C:2]1[CH:21]=[CH:20][C:5]([O:6][CH2:7][CH2:8][N:9]([CH2:11][C:12]2[CH:19]=[CH:18][C:15]([C:16]([NH2:17])=[O:32])=[CH:14][CH:13]=2)[CH3:10])=[C:4]([CH2:22][N:23]([CH3:25])[CH3:24])[CH:3]=1 |f:1.2,4.5.6|. Procedure: A mixture of 4-{N-[2-(4-chloro-2-dimethylaminomethylphenoxy) ethyl]-N-[methyl]aminomethyl}benzonitrile (10.16 g), powdered potassium hydroxide (20.0 g) and tert-butanol (100 ml) was boiled under reflux for 30 minutes. The mixture was cooled to ambient temperature and poured into saturated brine (300 ml). The mixture was extracted with dichloromethane to give an oil which was dissolved in hot acetonitrile and cooled to yield a precipitate which was collected by filtration and recrystallised from ...